This data is from the Open Reaction Database (ORD), a public repository of structured organic reaction records. The task is: describe an organic reaction: reactants, conditions, products, and yield Reactants: CC1=C(C=C(C=C1)Cl)N=C=O (2-methyl-5-chlorophenylisocyanate), C(C)(C)NCCCN (N-isopropyl-1,3-diaminopropane). Run in ClCCl (dichloromethane), ClCCl (dichloromethane). Run at time 20 minute. Product: Cl.C(C)(C)NCCCNC(=O)NC1=C(C=CC(=C1)Cl)C (N-[3-(isopropylamino)propyl]-N'-(5-chloro-2-methylphenyl)urea hydrochloride). RXN SMILES: [CH3:1][C:2]1[CH:7]=[CH:6][C:5]([Cl:8])=[CH:4][C:3]=1[N:9]=[C:10]=[O:11].[CH:12]([NH:15][CH2:16][CH2:17][CH2:18][NH2:19])([CH3:14])[CH3:13]>ClCCl>[ClH:8].[CH:12]([NH:15][CH2:16][CH2:17][CH2:18][NH:19][C:10]([NH:9][C:3]1[CH:4]=[C:5]([Cl:8])[CH:6]=[CH:7][C:2]=1[CH3:1])=[O:11])([CH3:14])[CH3:13] |f:3.4|. Procedure details: A solution of 16.7 g. of 2-methyl-5-chlorophenylisocyanate and 50 ml. of dichloromethane was added to a stirred, cooled solution of 35 g. of N-isopropyl-1,3-diaminopropane and 250 ml. of dichloromethane. The temperature was kept at -5° to 0° C. during addition. Stirring was continued at room temperature for 20 minutes. The precipitated solid was separated by filtration. The filtrate was extracted with water, then with 200 ml. of 15% hydrochloric acid (v/v). The acid extract was made basic with s... Starting materials: C(C=1C(O)=CC=CC1)(=O)N (salicylamide), C1(=CC=C(C=C1)S(=O)(=O)O)C (p-toluenesulfonic acid). Solvent: COC(C)(C)OC (acetone dimethylacetal). The product is CC1(OC2=C(C(N1)=O)C=CC=C2)C (2,2-dimethyl-4-oxo-3,4-dihydro-2H-1,3-benzoxazine). Reaction SMILES: [C:1]([NH2:10])(=[O:9])[C:2]1[C:3](=[CH:5][CH:6]=[CH:7][CH:8]=1)[OH:4].[C:11]1(C)[CH:16]=CC(S(O)(=O)=O)=C[CH:12]=1>COC(OC)(C)C>[CH3:12][C:11]1([CH3:16])[NH:10][C:1](=[O:9])[C:2]2[CH:8]=[CH:7][CH:6]=[CH:5][C:3]=2[O:4]1. Reported procedure: 6.86 g (50 mmol) of salicylamide was suspended in 100 ml of acetone dimethylacetal. After the addition of 2.85 g (15 mmol) of p-toluenesulfonic acid, the mixture was heated to reflux for two hours. The resulting reaction mixture was evaporated under reduced pressure. After the addition of ethyl acetate, the solvent was washed twice with a saturated aqueous solution of sodium hydrogen carbonate and once with brine. The ethyl acetate layer was dried over anhydrous sodium sulfate and the solvent wa... Starting materials: C1=CC=C(C=2SC3=C(C21)C=CC=C3)B(O)O (Dibenzo[b,d]thiophen-4-yl-boronic acid), BrC1=CC(=CC=C1)Br (1,3-dibromobenzene), C([O-])([O-])=O.[K+].[K+] (potassium carbonate). Reagents/catalysts: C=1C=CC(=CC1)[P](C=2C=CC=CC2)(C=3C=CC=CC3)[Pd]([P](C=4C=CC=CC4)(C=5C=CC=CC5)C=6C=CC=CC6)([P](C=7C=CC=CC7)(C=8C=CC=CC8)C=9C=CC=CC9)[P](C=1C=CC=CC1)(C=1C=CC=CC1)C=1C=CC=CC1 (Pd(PPh3)4). Run in C1(=CC=CC=C1)C (toluene), O (water). The product is BrC=1C=C(C=CC1)C1=CC=CC2=C1SC1=C2C=CC=C1 (4-(3-bromophenyl)dibenzo[b,d]thiophene), solid. Yield: 81.0%. As a reaction SMILES: [CH:1]1[C:9]2[C:8]3[CH:10]=[CH:11][CH:12]=[CH:13][C:7]=3[S:6][C:5]=2[C:4](B(O)O)=[CH:3][CH:2]=1.[Br:17][C:18]1[CH:23]=[CH:22][CH:21]=[C:20](Br)[CH:19]=1.C(=O)([O-])[O-].[K+].[K+]>C1C=CC([P]([Pd]([P](C2C=CC=CC=2)(C2C=CC=CC=2)C2C=CC=CC=2)([P](C2C=CC=CC=2)(C2C=CC=CC=2)C2C=CC=CC=2)[P](C2C=CC=CC=2)(C2C=CC=CC=2)C2C=CC=CC=2)(C2C=CC=CC=2)C2C=CC=CC=2)=CC=1.C1(C)C=CC=CC=1.O>[Br:17][C:18]1[CH:19]=[C:20]([C:4]2[C:5]3[S:6][C:7]4[CH:13]=[CH:12][CH:11]=[CH:10][C:8]=4[C:9]=3[CH:1]=[CH:2][CH:3]=2)[CH:21]=[CH:22][CH:23]=1 |f:2.3.4,^1:34,36,55,74|. Reported procedure: Dibenzo[b,d]thiophen-4-yl-boronic acid (10.00 g, 43.8 mmol), 1,3-dibromobenzene (20.69 g, 88 mmol) and Pd(PPh3)4 catalyst (0.507 g, 0.438 mmol) were dissolved in 200 mL of toluene, and potassium carbonate (18.18 g, 132 mmol) in 50 mL of water was added, and the mixture was refluxed overnight under N2. The mixture was cooled to room temperature, and the organic layer was separated, filtered and evaporated. The residue after evaporation was purified by column chromatography on silica gel (eluted w... Starting materials: BrC=1C=C(C=CC1Cl)CNC(CC(=O)NCC=1C(=C2C(=NC1CC)N(N=C2)CC)NC2CCOCC2)=O (N-[(3-bromo-4-chlorophenyl)methyl]-N′-{[1,6-diethyl-4-(tetrahydro-2H-pyran-4-ylamino)-1H-pyrazolo[3,4-b]pyridin-5-yl]methyl}propanediamide), C(=O)C=1C=C(C=CC1)B(O)O ((3-formylphenyl)boronic acid), C([O-])([O-])=O.[Na+].[Na+] (sodium carbonate). Reagents/catalysts: [Pd].C1(=CC=CC=C1)P(C1=CC=CC=C1)C1=CC=CC=C1.C1(=CC=CC=C1)P(C1=CC=CC=C1)C1=CC=CC=C1.C1(=CC=CC=C1)P(C1=CC=CC=C1)C1=CC=CC=C1.C1(=CC=CC=C1)P(C1=CC=CC=C1)C1=CC=CC=C1 (tetrakis (triphenylphosphine) palladium (0)). Solvent: O1CCOCC1 (1,4-dioxane), O (water), O (water), CCOC(=O)C (EtOAc). The product is ClC1=CC=C(C=C1C1=CC(=CC=C1)C=O)CNC(CC(=O)NCC=1C(=C2C(=NC1CC)N(N=C2)CC)NC2CCOCC2)=O (N-[(6-chloro-3′-formyl-3-biphenylyl)methyl]-N′-{[1,6-diethyl-4-(tetrahydro-2H-pyran-4-ylamino)-1H-pyrazolo[3,4-b]pyridin-5-yl]methyl}propanediamide). The yield is 68.1%. RXN SMILES: Br[C:2]1[CH:3]=[C:4]([CH2:9][NH:10][C:11](=[O:37])[CH2:12][C:13]([NH:15][CH2:16][C:17]2[C:18]([NH:30][CH:31]3[CH2:36][CH2:35][O:34][CH2:33][CH2:32]3)=[C:19]3[CH:27]=[N:26][N:25]([CH2:28][CH3:29])[C:20]3=[N:21][C:22]=2[CH2:23][CH3:24])=[O:14])[CH:5]=[CH:6][C:7]=1[Cl:8].[CH:38]([C:40]1[CH:41]=[C:42](B(O)O)[CH:43]=[CH:44][CH:45]=1)=[O:39].C(=O)([O-])[O-].[Na+].[Na+]>O1CCOCC1.O.CCOC(C)=O.[Pd].C1(P(C2C=CC=CC=2)C2C=CC=CC=2)C=CC=CC=1.C1(P(C2C=CC=CC=2)C2C=CC=CC=2)C=CC=CC=1.C1(P(C2C=CC=CC=2)C2C=CC=CC=2)C=CC=CC=1.C1(P(C2C=CC=CC=2)C2C=CC=CC=2)C=CC=CC=1>[Cl:8][C:7]1[C:2]([C:44]2[CH:43]=[CH:42][CH:41]=[C:40]([CH:38]=[O:39])[CH:45]=2)=[CH:3][C:4]([CH2:9][NH:10][C:11](=[O:37])[CH2:12][C:13]([NH:15][CH2:16][C:17]2[C:18]([NH:30][CH:31]3[CH2:36][CH2:35][O:34][CH2:33][CH2:32]3)=[C:19]3[CH:27]=[N:26][N:25]([CH2:28][CH3:29])[C:20]3=[N:21][C:22]=2[CH2:23][CH3:24])=[O:14])=[CH:5][CH:6]=1 |f:2.3.4,8.9.10.11.12|. Reported procedure: A mixture of N-[(3-bromo-4-chlorophenyl)methyl]-N′-{[1,6-diethyl-4-(tetrahydro-2H-pyran-4-ylamino)-1H-pyrazolo[3,4-b]pyridin-5-yl]methyl}propanediamide (1.06 g, 1.791 mmol), (3-formylphenyl)boronic acid (0.330 g, 2.2 mmol), tetrakis (triphenylphosphine) palladium (0) (0.092 g, 0.08 mmol), sodium carbonate (0.212 g, 2.0 mmol) in 1,4-dioxane (12 mL) and water (4 mL) was microwaved at 140° C. for 30 min. The reaction mixture was diluted with water and EtOAc; layers were separated. The aqueous phase... The reactants are ClC=1C=CC=C2C(=C(C=NC12)C)C=1C=C(C=CC1)O (3-(8-chloro-3-methyl-quinolin-4-yl)-phenol), COC(C(C)C1=CC=C(C=C1)CBr)=O (2-(4-bromomethyl-phenyl)-propionic acid methyl ester). The product is ClC=1C=CC=C2C(=C(C=NC12)C)C=1C=C(OCC2=CC=C(C=C2)C(C(=O)O)C)C=CC1 (2-(4-{[3-(8-CHLORO-3-METHYLQUINOLIN-4-YL)PHENOXY]METHYL}PHENYL)PROPANOIC ACID). Reaction SMILES: [Cl:1][C:2]1[CH:3]=[CH:4][CH:5]=[C:6]2[C:11]=1[N:10]=[CH:9][C:8]([CH3:12])=[C:7]2[C:13]1[CH:14]=[C:15]([OH:19])[CH:16]=[CH:17][CH:18]=1.C[O:21][C:22](=[O:33])[CH:23]([C:25]1[CH:30]=[CH:29][C:28]([CH2:31]Br)=[CH:27][CH:26]=1)[CH3:24]>>[Cl:1][C:2]1[CH:3]=[CH:4][CH:5]=[C:6]2[C:11]=1[N:10]=[CH:9][C:8]([CH3:12])=[C:7]2[C:13]1[CH:14]=[C:15]([CH:16]=[CH:17][CH:18]=1)[O:19][CH2:31][C:28]1[CH:27]=[CH:26][C:25]([CH:23]([CH3:24])[C:22]([OH:33])=[O:21])=[CH:30][CH:29]=1. Reported procedure: This compound was prepared according to the procedure of example 41, substituting 3-(8-chloro-3-methyl-quinolin-4-yl)-phenol and 2-(4-bromomethyl-phenyl)-propionic acid methyl ester. MS (ESI) m/z 432.